Task: describe an organic reaction: reactants, conditions, products, and yield. Dataset: the Open Reaction Database (ORD), a public repository of structured organic reaction records The reactants are NC1Cc2ccccc2C1, CCOC(C)=O, CC(C)OC(C)C, ClCCl, O=C(Cl)c1ccc(F)cc1, O, c1ccncc1. Yields the product O=C(NC1Cc2ccccc2C1)c1ccc(F)cc1. RXN SMILES: [CH2:1]1[CH:2]([NH2:10])[CH2:3][c:4]2[cH:5][cH:6][cH:7][cH:8][c:9]21.[CH3:37][CH2:38][O:39][C:40](=[O:41])[CH3:42].[CH:27]([O:28][CH:29]([CH3:30])[CH3:31])([CH3:32])[CH3:33].[Cl:34][CH2:35][Cl:36].[F:17][c:18]1[cH:19][cH:20][c:21]([C:22](=[O:23])[Cl:24])[cH:25][cH:26]1.[OH2:43].[cH:11]1[cH:12][cH:13][n:14][cH:15][cH:16]1>>[CH2:1]1[CH:2]([NH:10][C:22]([c:21]2[cH:20][cH:19][c:18]([F:17])[cH:26][cH:25]2)=[O:23])[CH2:3][c:4]2[cH:5][cH:6][cH:7][cH:8][c:9]21. Product: CN1CCN(c2ncc(Br)s2)CC1. RXN SMILES: [Br:1][c:2]1[s:3][c:4]([Br:7])[cH:5][n:6]1.[CH3:8][N:9]1[CH2:10][CH2:11][NH:12][CH2:13][CH2:14]1.[CH:15]([N:16]([CH2:17][CH3:18])[CH:19]([CH3:20])[CH3:21])([CH3:22])[CH3:23]>>[c:2]1([N:12]2[CH2:11][CH2:10][N:9]([CH3:8])[CH2:14][CH2:13]2)[s:3][c:4]([Br:7])[cH:5][n:6]1. Reactants: Brc1cnc(Br)s1, CN1CCNCC1, CCN(C(C)C)C(C)C. Starting materials: [Br-], C1CCOC1, CON(C)C(=O)c1ccc(-c2ccnc(Nc3cccc(C(C)O)c3)n2)s1, C[Mg+]. The product is CC(=O)c1ccc(-c2ccnc(Nc3cccc(C(C)O)c3)n2)s1. As a reaction SMILES: [Br-:28].[CH2:31]1[O:32][CH2:33][CH2:34][CH2:35]1.[CH3:1][O:2][N:3]([C:4](=[O:5])[c:6]1[s:7][c:8](-[c:11]2[n:12][c:13]([NH:17][c:18]3[cH:19][c:20]([CH:24]([CH3:25])[OH:26])[cH:21][cH:22][cH:23]3)[n:14][cH:15][cH:16]2)[cH:9][cH:10]1)[CH3:27].[CH3:29][Mg+:30]>>[C:4](=[O:5])([c:6]1[s:7][c:8](-[c:11]2[n:12][c:13]([NH:17][c:18]3[cH:19][c:20]([CH:24]([CH3:25])[OH:26])[cH:21][cH:22][cH:23]3)[n:14][cH:15][cH:16]2)[cH:9][cH:10]1)[CH3:29]. Reactants: BrCCCC\C=C(\C(=O)O)/NC(=O)C1C(C1)(C)C ((+) Z-7-bromo-2-(2,2-dimethylcyclopropanecarboxamido)-2-heptenoic acid), SC1=C(C(=O)O)C=CC=N1 (2-mercaptonicotinic acid), C(=O)([O-])[O-].[Na+].[Na+] (Na2CO3). The solvent is O (H2O). The product is C(=O)(O)C=1C(=NC=CC1)SCCCC\C=C(\C(=O)O)/NC(=O)C1C(C1)(C)C ((+)-Z-7-(3-carboxy-2-pyridylthio)-2-(2,2-dimethyl cyclopropanecarboxamido)-2-heptenoic acid). RXN SMILES: Br[CH2:2][CH2:3][CH2:4][CH2:5]/[CH:6]=[C:7](\[NH:11][C:12]([CH:14]1[CH2:16][C:15]1([CH3:18])[CH3:17])=[O:13])/[C:8]([OH:10])=[O:9].[SH:19][C:20]1[N:28]=[CH:27][CH:26]=[CH:25][C:21]=1[C:22]([OH:24])=[O:23].C([O-])([O-])=O.[Na+].[Na+]>O>[C:22]([C:21]1[C:20]([S:19][CH2:2][CH2:3][CH2:4][CH2:5]/[CH:6]=[C:7](\[NH:11][C:12]([CH:14]2[CH2:16][C:15]2([CH3:18])[CH3:17])=[O:13])/[C:8]([OH:10])=[O:9])=[N:28][CH:27]=[CH:26][CH:25]=1)([OH:24])=[O:23] |f:2.3.4|. Procedure details: A solution of 600.0 mg (1.89 mmole) of (+) Z-7-bromo-2-(2,2-dimethylcyclopropanecarboxamido)-2-heptenoic acid, 267.0 mg (1.72 mmole) of 2-mercaptonicotinic acid and 400.6 mg (3.78 mmole) of Na2CO3 in 3.0 ml of H2O was stirred under N2 at room temperature.